Dataset: the Open Reaction Database (ORD), a public repository of structured organic reaction records. Task: describe an organic reaction: reactants, conditions, products, and yield Reactants: C(C)(C)OC(=O)C1=NC(=CC2=CC(=CC=C12)OC)NC1=NNC(=C1)C (6-methoxy-3-(5-methyl-1H-pyrazol-3-ylamino)-isoquinoline-1-carboxylic acid isopropyl ester), [OH-].[K+] (KOH). The solvent is CO (methanol). Conditions: time 8 hour. The product is COC=1C=C2C=C(N=C(C2=CC1)C(=O)O)NC1=NNC(=C1)C (6-methoxy-3-(5-methyl-1H-pyrazol-3-ylamino)-isoquinoline-1-carboxylic acid). Isolated yield 68.5%. Reaction SMILES: C([O:4][C:5]([C:7]1[C:16]2[C:11](=[CH:12][C:13]([O:17][CH3:18])=[CH:14][CH:15]=2)[CH:10]=[C:9]([NH:19][C:20]2[CH:24]=[C:23]([CH3:25])[NH:22][N:21]=2)[N:8]=1)=[O:6])(C)C.[OH-].[K+]>CO>[CH3:18][O:17][C:13]1[CH:12]=[C:11]2[C:16](=[CH:15][CH:14]=1)[C:7]([C:5]([OH:6])=[O:4])=[N:8][C:9]([NH:19][C:20]1[CH:24]=[C:23]([CH3:25])[NH:22][N:21]=1)=[CH:10]2 |f:1.2|. Procedure: A mixture of 6-methoxy-3-(5-methyl-1H-pyrazol-3-ylamino)-isoquinoline-1-carboxylic acid isopropyl ester (0.7 g), 1M KOH (10 ml) and methanol (30 ml) was stirred at room temperature overnight, and then it was concentrated. The residue was acidified to pH=1 by 1M HCl and yielded 0.42 g of crude 6-methoxy-3-(5-methyl-1H-pyrazol-3-ylamino)-isoquinoline-1-carboxylic acid. LC-MS: 299 (MH+). Reactants: CC(=O)O, CSc1nc(O)c2c(n1)CCS2, Clc1ccc(N2CCNCC2)cc1, O. Product: Oc1nc(N2CCN(c3ccc(Cl)cc3)CC2)nc2c1SCC2. As a reaction SMILES: [CH3:14][C:15](=[O:16])[OH:17].[CH3:18][S:19][c:20]1[n:21][c:22]([OH:29])[c:23]2[c:24]([n:25]1)[CH2:26][CH2:27][S:28]2.[Cl:1][c:2]1[cH:3][cH:4][c:5]([N:8]2[CH2:9][CH2:10][NH:11][CH2:12][CH2:13]2)[cH:6][cH:7]1.[OH2:30]>>[Cl:1][c:2]1[cH:3][cH:4][c:5]([N:8]2[CH2:9][CH2:10][N:11]([c:20]3[n:21][c:22]([OH:29])[c:23]4[c:24]([n:25]3)[CH2:26][CH2:27][S:28]4)[CH2:12][CH2:13]2)[cH:6][cH:7]1. Reactants: NC1=C(C(=O)N2CCC(CC2)N(S(=O)(=O)C2=CC(=CC=C2)C(F)(F)F)C2CC2)C=CC=C1 (N-[1-(2-Amino-benzoyl)-piperidin-4-yl]-N-cyclopropyl-3-trifluoromethyl-benzenesulfonamide), N1=CC=CC=C1 (pyridine), ClCCOC(=O)Cl (Chloroformic acid 2-chloroethyl ester). Run in C(Cl)(Cl)Cl (CHCl3), CCOC(=O)C (EtOAc). Run at time 2 hour. The product is C1(CC1)N(S(=O)(=O)C1=CC(=CC=C1)C(F)(F)F)C1CCN(CC1)C(C1=C(C=CC=C1)N1C(OCC1)=O)=O (N-Cyclopropyl-N-{1-[2-(2-oxo-oxazolidin-3-yl)-benzoyl]-piperidin-4-yl}-3-trifluoromethyl-benzenesulfonamide). Yield: 83.2%. As a reaction SMILES: [NH2:1][C:2]1[CH:32]=[CH:31][CH:30]=[CH:29][C:3]=1[C:4]([N:6]1[CH2:11][CH2:10][CH:9]([N:12]([CH:26]2[CH2:28][CH2:27]2)[S:13]([C:16]2[CH:21]=[CH:20][CH:19]=[C:18]([C:22]([F:25])([F:24])[F:23])[CH:17]=2)(=[O:15])=[O:14])[CH2:8][CH2:7]1)=[O:5].N1C=CC=CC=1.Cl[CH2:40][CH2:41][O:42][C:43](Cl)=[O:44]>C(Cl)(Cl)Cl.CCOC(C)=O>[CH:26]1([N:12]([CH:9]2[CH2:10][CH2:11][N:6]([C:4](=[O:5])[C:3]3[CH:29]=[CH:30][CH:31]=[CH:32][C:2]=3[N:1]3[CH2:40][CH2:41][O:42][C:43]3=[O:44])[CH2:7][CH2:8]2)[S:13]([C:16]2[CH:21]=[CH:20][CH:19]=[C:18]([C:22]([F:25])([F:24])[F:23])[CH:17]=2)(=[O:15])=[O:14])[CH2:28][CH2:27]1. Reported procedure: N-[1-(2-Amino-benzoyl)-piperidin-4-yl]-N-cyclopropyl-3-trifluoromethyl-benzenesulfonamide (11) (0.170 g, 0.34 mmol) and pyridine (0.035 g, 0.45 mmol) was taken up in 1 ml of CHCl3. Chloroformic acid 2-chloroethyl ester (0.049 g, 0.34 mmol) was added over 5 minutes, and stirred at room temperature for 2 h. The reaction mixture was diluted with 30 ml of EtOAc and washed with 10 ml of H2O. The organic layer was dried over MgSO4 and concentrated to dryness. The crude product was purified through a c... Reactants: O=[N+]([O-])c1ccc(Oc2cc3cn(C4CCCCO4)nc3cc2Br)c(F)c1, CO, ClCCl, [Na+], [OH-], O. The product is O=[N+]([O-])c1ccc(Oc2cc3cn[nH]c3cc2Br)c(F)c1. RXN SMILES: [Br:1][c:2]1[c:3]([O:17][c:18]2[c:19]([F:27])[cH:20][c:21]([N+:24](=[O:25])[O-:26])[cH:22][cH:23]2)[cH:4][c:5]2[cH:6][n:7]([CH:11]3[CH2:12][CH2:13][CH2:14][CH2:15][O:16]3)[n:8][c:9]2[cH:10]1.[CH3:28][OH:29].[Cl:33][CH2:34][Cl:35].[Na+:32].[OH-:31].[OH2:30]>>[Br:1][c:2]1[c:3]([O:17][c:18]2[c:19]([F:27])[cH:20][c:21]([N+:24](=[O:25])[O-:26])[cH:22][cH:23]2)[cH:4][c:5]2[cH:6][n:7][nH:8][c:9]2[cH:10]1. Reactants: C(C1=CC=CC=C1)OC1=CC(=CC(=N1)N1CCC(CC1)N1C(NC2=NC=CC=C21)=O)C(=O)C2=CC1=C(N(C(O1)=O)C)C(=C2)C (1-[6′-benzyloxy-4′-(3,4-dimethyl-2-oxo-2,3-dihydro-benzoxazole-6-carbonyl)-3,4,5,6-tetrahydro-2H-[1,2′]bipyridinyl-4-yl]-1,3-dihydro-imidazo[4,5-b]pyridin-2-one), Cl.N1=CC=CC=C1 (pyridine hydrochloride). Product: CN1C(OC2=C1C(=CC(=C2)C(=O)C=2C=C(NC(C2)=O)N2CCC(CC2)N2C(NC1=NC=CC=C12)=O)C)=O (4′-(3,4-dimethyl-2-oxo-2,3-dihydro-benzoxazole-6-carbonyl)-4-(2-oxo-2,3-dihydro-imidazo[4,5-b]pyridin-1-yl)-3,4,5,6-tetrahydro-2H,1′H-[1,2′]bipyridinyl-6′-one). As a reaction SMILES: C([O:8][C:9]1[N:14]=[C:13]([N:15]2[CH2:20][CH2:19][CH:18]([N:21]3[C:29]4[C:24](=[N:25][CH:26]=[CH:27][CH:28]=4)[NH:23][C:22]3=[O:30])[CH2:17][CH2:16]2)[CH:12]=[C:11]([C:31]([C:33]2[CH:43]=[C:42]([CH3:44])[C:36]3[N:37]([CH3:41])[C:38](=[O:40])[O:39][C:35]=3[CH:34]=2)=[O:32])[CH:10]=1)C1C=CC=CC=1.Cl.N1C=CC=CC=1>>[CH3:41][N:37]1[C:36]2[C:42]([CH3:44])=[CH:43][C:33]([C:31]([C:11]3[CH:12]=[C:13]([N:15]4[CH2:16][CH2:17][CH:18]([N:21]5[C:29]6[C:24](=[N:25][CH:26]=[CH:27][CH:28]=6)[NH:23][C:22]5=[O:30])[CH2:19][CH2:20]4)[NH:14][C:9](=[O:8])[CH:10]=3)=[O:32])=[CH:34][C:35]=2[O:39][C:38]1=[O:40] |f:1.2|. Procedure: 20 mg (0.034 mmol) 1-[6′-benzyloxy-4′-(3,4-dimethyl-2-oxo-2,3-dihydro-benzoxazole-6-carbonyl)-3,4,5,6-tetrahydro-2H-[1,2′]bipyridinyl-4-yl]-1,3-dihydro-imidazo[4,5-b]pyridin-2-one in 0.10 g (0.87 mmol) pyridine hydrochloride were kept in a melt for 4 min. After cooling the mixture was purified by preparative HPLC-MS. The fractions containing the product were combined and freeze-dried.